The task is: describe an organic reaction: reactants, conditions, products, and yield. This data is from the Open Reaction Database (ORD), a public repository of structured organic reaction records. Starting materials: NC=1C=C(CN2C(C3=CC=CC=C3C2=O)=O)C=CC1N (2-(3,4-diaminobenzyl)isoindole-1,3-dione), C(C)OC(=O)CC1=NC2=C(N1)C=CC(=C2)C(=O)O (2-ethoxycarbonylmethyl-1H-benzimidazole-5-carboxylic acid). Run in C(Cl)Cl.C(C)O (methylene chloride ethanol). Run at temperature 185 celsius, time 1 hour. Product: O=C1N(C(C2=CC=CC=C12)=O)CC1=CC2=C(NC(=N2)CC2=NC3=C(N2)C=CC(=C3)C(=O)O)C=C1 (2-[5-(1,3-dioxo-1,3-dihydroisoindol-2-ylmethyl)-1H-benzoimidazol-2-ylmethyl]-1H-benzoimidazole-5-carboxylic acid). Yield: 57.9%. As a reaction SMILES: [NH2:1][C:2]1[CH:3]=[C:4]([CH:17]=[CH:18][C:19]=1[NH2:20])[CH2:5][N:6]1[C:14](=[O:15])[C:13]2[C:8](=[CH:9][CH:10]=[CH:11][CH:12]=2)[C:7]1=[O:16].C(O[C:24]([CH2:26][C:27]1[NH:31][C:30]2[CH:32]=[CH:33][C:34]([C:36]([OH:38])=[O:37])=[CH:35][C:29]=2[N:28]=1)=O)C>C(Cl)Cl.C(O)C>[O:16]=[C:7]1[C:8]2[C:13](=[CH:12][CH:11]=[CH:10][CH:9]=2)[C:14](=[O:15])[N:6]1[CH2:5][C:4]1[CH:17]=[CH:18][C:19]2[NH:20][C:24]([CH2:26][C:27]3[NH:31][C:30]4[CH:32]=[CH:33][C:34]([C:36]([OH:38])=[O:37])=[CH:35][C:29]=4[N:28]=3)=[N:1][C:2]=2[CH:3]=1 |f:2.3|. Procedure details: A finely ground mixture of 2-(3,4-diaminobenzyl)isoindole-1,3-dione (2.0 g, 7.5 mmol) and 2-ethoxycarbonylmethyl-1H-benzimidazole-5-carboxylic acid (0.93 g, 3.75 mmol) was heated 1 hour at 185° C. under nitrogen. The mixture was suspended in 1:1 methylene chloride/ethanol (20 mL) and stirred vigorously for 1 hour. The solids were collected by filtration, washed with 1:1 methylene chloride/ethanol (3×20 mL) and dried to provide 2-[5-(1,3-dioxo-1,3-dihydroisoindol-2-ylmethyl)-1H-benzoimidazol-2-yl...